describe an organic reaction: reactants, conditions, products, and yield From a dataset of the Open Reaction Database (ORD), a public repository of structured organic reaction records. Reactants: 56c, C(C)OC=1C=C(C=O)C=C(C1)OCC (3,5-diethoxybenzaldehyde), C(CC#N)#N (malononitrile). The reagents and catalysts are [OH-].[K+] (KOH). The solvent is C(CC)O (propanol). Reaction conditions: time 10 minute. Yields the product C(C)OC=1C=C(C=C(C#N)C#N)C=C(C1)OCC (2-(3,5-diethoxybenzylidene)malononitrile). As a reaction SMILES: [CH2:1]([O:3][C:4]1[CH:5]=[C:6]([CH:9]=[C:10]([O:12][CH2:13][CH3:14])[CH:11]=1)[CH:7]=O)[CH3:2].[C:15](#[N:19])[CH2:16][C:17]#[N:18]>C(O)CC.[OH-].[K+]>[CH2:1]([O:3][C:4]1[CH:5]=[C:6]([CH:9]=[C:10]([O:12][CH2:13][CH3:14])[CH:11]=1)[CH:7]=[C:16]([C:15]#[N:19])[C:17]#[N:18])[CH3:2] |f:3.4|. Procedure details: To an amount of 56c (1.0 g, 5.15 mmole) of 3,5-diethoxybenzaldehyde dissolved in 10 mL of propanol, was added malononitrile (375 mg, 5.67 mmole) and 2 drops of sat. KOH. The mixture was stirred at r.t. for 10 mins. Precipitates was filtered to yield 1.0 g of 2-(3,5-diethoxybenzylidene)malononitrile (56d). MS [m+H] calc'd for C14H14N2O2, 243.11; found 243.11. Reactants: NC1=CC=CC=C1 (aniline), Br.BrCCCN (3-bromopropylamine hydrobromide salt). Yields the product C1(=CC=CC=C1)NCCCN (N-Phenyl-propane-1,3-diamine). Reaction SMILES: [NH2:1][C:2]1[CH:7]=[CH:6][CH:5]=[CH:4][CH:3]=1.Br.Br[CH2:10][CH2:11][CH2:12][NH2:13]>>[C:2]1([NH:1][CH2:10][CH2:11][CH2:12][NH2:13])[CH:7]=[CH:6][CH:5]=[CH:4][CH:3]=1 |f:1.2|. Procedure details: Prepared in the manner of Example 1, Step A from aniline and 3-bromopropylamine hydrobromide salt. The reactants are CCCCOCCOc1ccc(-c2ccc3c(c2)C=C(C(=O)OC)CCN3C(=O)CNC(C)=O)cc1, CO, [Na+], [OH-]. Product: CCCCOCCOc1ccc(-c2ccc3c(c2)C=C(C(=O)O)CCN3C(=O)CNC(C)=O)cc1. RXN SMILES: [C:1]([CH3:2])(=[O:3])[NH:4][CH2:5][C:6](=[O:7])[N:8]1[CH2:9][CH2:10][C:11]([C:33](=[O:34])[O:35][CH3:36])=[CH:12][c:13]2[c:14]1[cH:15][cH:16][c:17](-[c:19]1[cH:20][cH:21][c:22]([O:25][CH2:26][CH2:27][O:28][CH2:29][CH2:30][CH2:31][CH3:32])[cH:23][cH:24]1)[cH:18]2.[CH3:39][OH:40].[Na+:38].[OH-:37]>>[C:1]([CH3:2])(=[O:3])[NH:4][CH2:5][C:6](=[O:7])[N:8]1[CH2:9][CH2:10][C:11]([C:33](=[O:34])[OH:35])=[CH:12][c:13]2[c:14]1[cH:15][cH:16][c:17](-[c:19]1[cH:20][cH:21][c:22]([O:25][CH2:26][CH2:27][O:28][CH2:29][CH2:30][CH2:31][CH3:32])[cH:23][cH:24]1)[cH:18]2.